This data is from the Open Reaction Database (ORD), a public repository of structured organic reaction records. The task is: describe an organic reaction: reactants, conditions, products, and yield The reactants are OC1=C(C=CC(=C1CCC)O)C(C)=O (1-(2,4-dihydroxy-3-propylphenyl)ethanone), C(C)OC(CCCOC1=C(C(=C(C=C1)C(C)=O)OCCOCCOCCOS(=O)(=O)C)CCC)=O (4-[4-acetyl-3-[2-[2-[2-[(methylsulfonyl)oxy]ethoxy]ethoxy]ethoxy]-2-propylphenoxy]butanoic acid ethyl ester), C([O-])([O-])=O.[K+].[K+] (potassium carbonate). The solvent is CC(=O)C (acetone), CN(C=O)C (dimethylformamide). Product: C(C)OC(CCCOC1=C(C(=C(C=C1)C(C)=O)OCCOCCOCCOC1=C(C(=C(C=C1)C(C)=O)O)CCC)CCC)=O (4-[4-acetyl-3-[2-[2-[2-(4-acetyl-3-hydroxy-2-propylphenoxy)ethoxy]ethoxy]ethoxy]-2-propylphenoxy]butanoic acid ethyl ester). Isolated yield 69.1%. Reaction SMILES: [OH:1][C:2]1[C:7]([CH2:8][CH2:9][CH3:10])=[C:6](O)[CH:5]=[CH:4][C:3]=1[C:12](=[O:14])[CH3:13].[CH2:15]([O:17][C:18](=[O:49])[CH2:19][CH2:20][CH2:21][O:22][C:23]1[CH:28]=[CH:27][C:26]([C:29](=[O:31])[CH3:30])=[C:25]([O:32][CH2:33][CH2:34][O:35][CH2:36][CH2:37][O:38][CH2:39][CH2:40][O:41]S(C)(=O)=O)[C:24]=1[CH2:46][CH2:47][CH3:48])[CH3:16].C(=O)([O-])[O-].[K+].[K+]>CC(C)=O.CN(C)C=O>[CH2:15]([O:17][C:18](=[O:49])[CH2:19][CH2:20][CH2:21][O:22][C:23]1[CH:28]=[CH:27][C:26]([C:29](=[O:31])[CH3:30])=[C:25]([O:32][CH2:33][CH2:34][O:35][CH2:36][CH2:37][O:38][CH2:39][CH2:40][O:41][C:6]2[CH:5]=[CH:4][C:3]([C:12](=[O:14])[CH3:13])=[C:2]([OH:1])[C:7]=2[CH2:8][CH2:9][CH3:10])[C:24]=1[CH2:46][CH2:47][CH3:48])[CH3:16] |f:2.3.4|. Reported procedure: A mixture of 1.100 g of 1-(2,4-dihydroxy-3-propylphenyl)ethanone, 2.939 g of 4-[4-acetyl-3-[2-[2-[2-[(methylsulfonyl)oxy]ethoxy]ethoxy]ethoxy]-2-propylphenoxy]butanoic acid ethyl ester and 1.56 g of anhydrous potassium carbonate in 80 ml of anhydrous acetone and 40 ml of anhydrous dimethylformamide was stirred at reflux for 20 hours. The reaction mixture was filtered and the filtrate was concentrated in vacuo to a dark oil which was purified by high pressure liquid chromatography using 40% ethyl... The reactants are [H-].[Na+] (sodium hydride), ClC=1C=CC2=C(CC(C(C(N2)=O)C(=O)OC)C2=CC=C(C=C2)OC)C1 (7-chloro-1,3,4,5-tetrahydro-3-(methoxycarbonyl)-4-(4-methoxyphenyl)-2H-1-benzazepin-2-one), COCBr (methoxymethylbromide). Solvent: CN(C=O)C (dimethylformamide). Run at time 15 minute. Product: ClC=1C=CC2=C(CC(C(C(N2COC)=O)C(=O)OC)C2=CC=C(C=C2)OC)C1 (7-Chloro-1,3,4,5-tetrahydro-3-(methoxycarbonyl)-1-(methoxymethyl)-4-(4-methoxyphenyl)-2H-1-benzazepin-2-one). The yield is 76.9%. RXN SMILES: [Cl:1][C:2]1[CH:3]=[CH:4][C:5]2[NH:11][C:10](=[O:12])[CH:9]([C:13]([O:15][CH3:16])=[O:14])[CH:8]([C:17]3[CH:22]=[CH:21][C:20]([O:23][CH3:24])=[CH:19][CH:18]=3)[CH2:7][C:6]=2[CH:25]=1.[H-].[Na+].[CH3:28][O:29][CH2:30]Br>CN(C)C=O>[Cl:1][C:2]1[CH:3]=[CH:4][C:5]2[N:11]([CH2:28][O:29][CH3:30])[C:10](=[O:12])[CH:9]([C:13]([O:15][CH3:16])=[O:14])[CH:8]([C:17]3[CH:18]=[CH:19][C:20]([O:23][CH3:24])=[CH:21][CH:22]=3)[CH2:7][C:6]=2[CH:25]=1 |f:1.2|. Reported procedure: To a solution of 7-chloro-1,3,4,5-tetrahydro-3-(methoxycarbonyl)-4-(4-methoxyphenyl)-2H-1-benzazepin-2-one (270 mg; 0.75 mmole; see Example 1C) in dimethylformamide (10 ml), cooled at 0°-5° C. in an ice-water bath, was added 50% sodium hydride (72 mg; 1.5 mmole). After stirring at 0°-5° C. for 15 minutes, methoxymethylbromide (240 μ; 3 mmole) was added dropwise. The reaction mixture was allowed to stir at 0°-5° C. for two additional hours. The excess sodium hydride was destroyed by the addition ... Reactants: [BH4-], CO, Cc1oc2c([N+](=O)[O-])cccc2c1C=O, [Na+], O. Product: Cc1oc2c([N+](=O)[O-])cccc2c1CO. As a reaction SMILES: [BH4-:16].[CH3:19][OH:20].[CH:1](=[O:2])[c:3]1[c:4]2[c:5]([o:6][c:7]1[CH3:8])[c:9]([N+:13](=[O:14])[O-:15])[cH:10][cH:11][cH:12]2.[Na+:17].[OH2:18]>>[CH2:1]([OH:2])[c:3]1[c:4]2[c:5]([o:6][c:7]1[CH3:8])[c:9]([N+:13](=[O:14])[O-:15])[cH:10][cH:11][cH:12]2. Reactants: N1C(CCCC1)C=1C=NC=CC1 (3-(piperidin-2-yl)pyridine), C(C)(=O)NC1=CC=C(C=C1)S(=O)(=O)Cl (4-(acetylamino)benzene sulfonyl chloride). Run in N1=CC=CC=C1 (pyridine). Reaction conditions: time 2 hour. Product: N1=CC(=CC=C1)C1N(CCCC1)S(=O)(=O)C1=CC=C(C=C1)NC(C)=O (N-(4-{[2-(pyridin-3-yl)piperidin-1-yl]sulfonyl}phenyl)acetamide). Reaction SMILES: [C:1]([NH:4][C:5]1[CH:10]=[CH:9][C:8]([S:11](Cl)(=[O:13])=[O:12])=[CH:7][CH:6]=1)(=[O:3])[CH3:2].[NH:15]1[CH2:20][CH2:19][CH2:18][CH2:17][CH:16]1[C:21]1[CH:22]=[N:23][CH:24]=[CH:25][CH:26]=1>N1C=CC=CC=1>[N:23]1[CH:24]=[CH:25][CH:26]=[C:21]([CH:16]2[CH2:17][CH2:18][CH2:19][CH2:20][N:15]2[S:11]([C:8]2[CH:9]=[CH:10][C:5]([NH:4][C:1](=[O:3])[CH3:2])=[CH:6][CH:7]=2)(=[O:13])=[O:12])[CH:22]=1. Procedure details: A 842 mg portion of 4-(acetylamino)benzene sulfonyl chloride was added under ice-cooling to a pyridine solution (10 ml) of 3-(piperidin-2-yl)pyridine and stirred at room temperature for 2 hours. The solvent was concentrated under a reduced pressure, and the thus obtained residue was mixed with ethyl acetate and then washed with water, 1 M hydrochloric acid and saturated brine. This was dried with anhydrous sodium sulfate and then concentrated under a reduced pressure, and the thus obtained resid... Reactants: C(=O)(OC(C)(C)C)N1C(=CC=C1C1=CC=CC=C1)C1=CC=CC=C1 (N-Boc-2,5-diphenylpyrrole). The reagents and catalysts are [Pd] (palladium). Run in CO (methanol). Yields the product C(=O)(OC(C)(C)C)N1C(CCC1C1=CC=CC=C1)C1=CC=CC=C1 (N-Boc-2,5-diphenylpyrrolidine). The yield is 97.0%. RXN SMILES: [C:1]([N:8]1[C:12]([C:13]2[CH:18]=[CH:17][CH:16]=[CH:15][CH:14]=2)=[CH:11][CH:10]=[C:9]1[C:19]1[CH:24]=[CH:23][CH:22]=[CH:21][CH:20]=1)([O:3][C:4]([CH3:7])([CH3:6])[CH3:5])=[O:2]>CO.[Pd]>[C:1]([N:8]1[CH:12]([C:13]2[CH:14]=[CH:15][CH:16]=[CH:17][CH:18]=2)[CH2:11][CH2:10][CH:9]1[C:19]1[CH:24]=[CH:23][CH:22]=[CH:21][CH:20]=1)([O:3][C:4]([CH3:7])([CH3:6])[CH3:5])=[O:2]. Procedure: To a solution of N-Boc-2,5-diphenylpyrrole (1.027 g, 3.22 mmol) in methanol (80 ml) was added palladium (5%) on activated carbon (0.250 g). The reaction mixture was hydrogenated (10 psi) for 1.5 hours. Filtration and evaporation to dryness afforded N-Boc-2,5-diphenylpyrrolidine (1.01 g, 97%). 1H-NMR (CDCl3): δ ppm 7.20-7.60 (m, ArH, 10H), 5.0 (in, ArCH, 2H), 2.45 (m, CH2, 2H), 1.17 (s, CH3, 9H) Starting materials: ClC=1N=C(C2=C(N1)N(C=C2)S(=O)(=O)C2=CC=C(C)C=C2)N2CCC(CC2)CNC(OC(C)(C)C)=O (tert-butyl (1-(2-chloro-7-tosyl-7H-pyrrolo[2,3-d]pyrimidin-4-yl)piperidin-4-yl)methylcarbamate), NC1=CC=C(C=C1)N1CCN(CC1)C(C)=O (1-(4-(4-aminophenyl)piperazin-1-yl)ethanone), C[Si](C)(C)Cl (trimethylsilyl chloride). The solvent is CCCCO (n-BuOH), CCCCO (n-BuOH). The product is NCC1CCN(CC1)C=1C2=C(N=C(N1)NC1=CC=C(C=C1)N1CCN(CC1)C(C)=O)N(C=C2)S(=O)(=O)C2=CC=C(C)C=C2 (1-(4-(4-(4-(4-(aminomethyl)piperidin-1-yl)-7-tosyl-7H-pyrrolo[2,3-d]pyrimidin-2-ylamino)phenyl)piperazin-1-yl)ethanone). Isolated yield 17.1%. RXN SMILES: Cl[C:2]1[N:3]=[C:4]([N:21]2[CH2:26][CH2:25][CH:24]([CH2:27][NH:28]C(=O)OC(C)(C)C)[CH2:23][CH2:22]2)[C:5]2[CH:10]=[CH:9][N:8]([S:11]([C:14]3[CH:20]=[CH:19][C:17]([CH3:18])=[CH:16][CH:15]=3)(=[O:13])=[O:12])[C:6]=2[N:7]=1.[NH2:36][C:37]1[CH:42]=[CH:41][C:40]([N:43]2[CH2:48][CH2:47][N:46]([C:49](=[O:51])[CH3:50])[CH2:45][CH2:44]2)=[CH:39][CH:38]=1.C[Si](Cl)(C)C>CCCCO>[NH2:28][CH2:27][CH:24]1[CH2:25][CH2:26][N:21]([C:4]2[C:5]3[CH:10]=[CH:9][N:8]([S:11]([C:14]4[CH:15]=[CH:16][C:17]([CH3:18])=[CH:19][CH:20]=4)(=[O:13])=[O:12])[C:6]=3[N:7]=[C:2]([NH:36][C:37]3[CH:38]=[CH:39][C:40]([N:43]4[CH2:44][CH2:45][N:46]([C:49](=[O:51])[CH3:50])[CH2:47][CH2:48]4)=[CH:41][CH:42]=3)[N:3]=2)[CH2:22][CH2:23]1. Procedure details: A mixture of tert-butyl (1-(2-chloro-7-tosyl-7H-pyrrolo[2,3-d]pyrimidin-4-yl)piperidin-4-yl)methylcarbamate (303 mg, 0.583 mmol), 1-(4-(4-aminophenyl)piperazin-1-yl)ethanone (191 mg, 0.872 mmol) and trimethylsilyl chloride (0.400 mL, 3.16 mmol) in n-BuOH (6 mL) was stirred at 135° C. for 40 h. n-BuOH was removed in vacuo. The residue was purified by HPLC to give 1-(4-(4-(4-(4-(aminomethyl)piperidin-1-yl)-7-tosyl-7H-pyrrolo[2,3-d]pyrimidin-2-ylamino)phenyl)piperazin-1-yl)ethanone (60 mg). Reactants: COC1=CC=C(CC=2OC3=C(C2C)C(C(=C(C3=O)C)C)=O)C=C1 (2-(4-methoxybenzyl)-3,5,6-trimethyl-4,7-benzofurandione), [O-]S(=O)S(=O)[O-].[Na+].[Na+] (Na2S2O4), CCOC(=O)C (EtOAc), CC(=O)OC(=O)C (Ac2O). Reagents/catalysts: CN(C1=CC=NC=C1)C (4-(dimethylamino) pyridine). Run in N1=CC=CC=C1 (pyridine). Product: C(C)(=O)OC1=C(C(=C(C2=C1C(=C(O2)CC2=CC=C(C=C2)OC)C)OC(C)=O)C)C (4,7-diacetoxy-2-(4-methoxybenzyl)-3,5,6-trimethylbenzofuran). As a reaction SMILES: [CH3:1][O:2][C:3]1[CH:23]=[CH:22][C:6]([CH2:7][C:8]2[O:9][C:10]3[C:17](=[O:18])[C:16]([CH3:19])=[C:15]([CH3:20])[C:14](=[O:21])[C:11]=3[C:12]=2[CH3:13])=[CH:5][CH:4]=1.[O-]S(S([O-])=O)=O.[Na+].[Na+].[CH3:32][C:33](OC(C)=O)=[O:34].[CH3:39][CH2:40][O:41]C(C)=O>N1C=CC=CC=1.CN(C)C1C=CN=CC=1>[C:33]([O:21][C:14]1[C:11]2[C:12]([CH3:13])=[C:8]([CH2:7][C:6]3[CH:5]=[CH:4][C:3]([O:2][CH3:1])=[CH:23][CH:22]=3)[O:9][C:10]=2[C:17]([O:18][C:40](=[O:41])[CH3:39])=[C:16]([CH3:19])[C:15]=1[CH3:20])(=[O:34])[CH3:32] |f:1.2.3|. Procedure details: A solution of 2-(4-methoxybenzyl)-3,5,6-trimethyl-4,7-benzofurandione (from Preparation 3) (0.5 g) in EtOAc (50 mL) was stirred vigorously with a saturated aqueous solution of Na2S2O4 (50 mL) at 25° C. for 16h. The organic layer was separated, dried (MgSO4) and the solvent evaporated to give a white solid. The solid was dissolved in pyridine (10 mL) containing at catalytic amount of 4-(dimethylamino) pyridine and 3 equivalents of Ac2O were added. Reactants: C=CCOc1cc(Br)cc(S(=O)(=O)c2cc(C(=O)OC)sc2SC)c1, C[Al]C, Cc1ccccc1, C[Al](C)C, [Cl-], ClC(Cl)Cl, [NH2-], [NH4+]. Product: Cl, C=CCOc1cc(Br)cc(S(=O)(=O)c2cc(C(=N)N)sc2SC)c1. As a reaction SMILES: [CH3:11][O:12][C:13](=[O:14])[c:15]1[s:16][c:17]([S:34][CH3:35])[c:18]([S:20](=[O:21])(=[O:22])[c:23]2[cH:24][c:25]([O:30][CH2:31][CH:32]=[CH2:33])[cH:26][c:27]([Br:29])[cH:28]2)[cH:19]1.[CH3:1][Al:2][CH3:3].[CH3:36][c:37]1[cH:38][cH:39][cH:40][cH:41][cH:42]1.[CH3:5][Al:6]([CH3:7])[CH3:8].[Cl-:9].[Cl:43][CH:44]([Cl:45])[Cl:46].[NH2-:4].[NH4+:10]>>[ClH:9].[NH:4]=[C:13]([NH2:10])[c:15]1[s:16][c:17]([S:34][CH3:35])[c:18]([S:20](=[O:21])(=[O:22])[c:23]2[cH:24][c:25]([O:30][CH2:31][CH:32]=[CH2:33])[cH:26][c:27]([Br:29])[cH:28]2)[cH:19]1.